Dataset: the Open Reaction Database (ORD), a public repository of structured organic reaction records. Task: describe an organic reaction: reactants, conditions, products, and yield Isolated yield 92.8%. Starting materials: FC1=C(C=C(C(=C1)[N+](=O)[O-])OC)N1CCC(CC1)N1CCN(CC1)C (1-(1-(2-Fluoro-5-methoxy-4-nitrophenyl)piperidin-4-yl)-4-methylpiperazine). Reported procedure: 1-(1-(2-Fluoro-5-methoxy-4-nitrophenyl)piperidin-4-yl)-4-methylpiperazine (1.65 g, 4.68 mmol) was added in a 200-mL round-bottomed flask. Methanol (30 mL) was added as the solvent. Pd/C (10% wet) (0.2 g, 4.68 mmol) was added. The reaction was stirred under a hydrogen balloon for 5 h. The filtrate was collected after filtration and it was concentrated in vacuo to give the title product (1.4 g, 93% yield). Reaction SMILES: [F:1][C:2]1[CH:7]=[C:6]([N+:8]([O-])=O)[C:5]([O:11][CH3:12])=[CH:4][C:3]=1[N:13]1[CH2:18][CH2:17][CH:16]([N:19]2[CH2:24][CH2:23][N:22]([CH3:25])[CH2:21][CH2:20]2)[CH2:15][CH2:14]1>[Pd].CO>[F:1][C:2]1[C:3]([N:13]2[CH2:18][CH2:17][CH:16]([N:19]3[CH2:24][CH2:23][N:22]([CH3:25])[CH2:21][CH2:20]3)[CH2:15][CH2:14]2)=[CH:4][C:5]([O:11][CH3:12])=[C:6]([CH:7]=1)[NH2:8]. Run in CO (Methanol). Reaction conditions: time 5 hour. Product: FC=1C(=CC(=C(N)C1)OC)N1CCC(CC1)N1CCN(CC1)C (5-Fluoro-2-methoxy-4-(4-(4-methylpiperazin-1-yl)piperidin-1-yl)aniline). The reagents and catalysts are [Pd] (Pd/C). The reactants are C(C)(=O)C1=CC(=C(OCC2=CC=CC(=N2)C(=O)OC)C=C1O)CC (Methyl 6-[(4-acetyl-2-ethyl-5-hydroxyphenoxy)methyl]pyridine-2-carboxylate), S([O-])(O)(=O)=O.[K+] (potassium bisulfate). The solvent is CO (methanol), [OH-].[Na+] (sodium hydroxide). Reaction conditions: time 1 hour. The product is C(C)(=O)C1=CC(=C(OCC2=CC=CC(=N2)C(=O)O)C=C1O)CC (6-[(4-acetyl-2-ethyl-5-hydroxyphenoxy)methyl]pyridine-2-carboxylic acid). Reaction SMILES: [C:1]([C:4]1[C:21]([OH:22])=[CH:20][C:7]([O:8][CH2:9][C:10]2[N:15]=[C:14]([C:16]([O:18]C)=[O:17])[CH:13]=[CH:12][CH:11]=2)=[C:6]([CH2:23][CH3:24])[CH:5]=1)(=[O:3])[CH3:2].S(=O)(=O)(O)[O-].[K+]>CO.[OH-].[Na+]>[C:1]([C:4]1[C:21]([OH:22])=[CH:20][C:7]([O:8][CH2:9][C:10]2[N:15]=[C:14]([C:16]([OH:18])=[O:17])[CH:13]=[CH:12][CH:11]=2)=[C:6]([CH2:23][CH3:24])[CH:5]=1)(=[O:3])[CH3:2] |f:1.2,4.5|. Reported procedure: Methyl 6-[(4-acetyl-2-ethyl-5-hydroxyphenoxy)methyl]pyridine-2-carboxylate (38 mg, 12 mmol) was dissolved in a methanol solution (2 ml), and one normal sodium hydroxide (1 ml) was added to the above solution at 0° C., and the mixture was stirred at room temperature for 1 hour. One-tenth normal potassium bisulfate was titrated to the above solution until it became pH2. Then, precipitated white crystals were separated by filtration, and washed with water, and dried to give 6-[(4-acetyl-2-ethyl-5-h... Starting materials: CS(=O)(=O)N (methanesulfonamide), [H-].[Na+] (NaH), Cl (HCl), ClC1=CC=C2C(=C1)NC(C21C(NC(CC1C1=C(C=CC(=C1)Cl)OC(CCC)(CCC)C(=O)O)=O)C1=C(C=CC(=C1)F)C)=O (racemic (2′S,3S,4′R)-6-chloro-4′-[5-chloro-2-(1-hydroxycarbonyl-1-propyl-butoxy)-phenyl]-2′-(5-fluoro-2-methyl-phenyl)spiro[3H-indole-3,3′-piperidine]-2,6′(1H)-dione), C1=CN(C=N1)C(=O)N2C=CN=C2 (CDI). Run in CN(C)C=O (DMF), O (water), CN(C)C=O (DMF). Reaction conditions: time 2 hour. Product: ClC1=CC=C2C(=C1)NC(C21C(NC(CC1C1=C(C=CC(=C1)Cl)OC(CCC)(CCC)C(=O)NS(=O)(=O)C)=O)C1=C(C=CC(=C1)F)C)=O (Racemic (2′S,3S,4′R)-6-chloro-4′-[5-chloro-2-(1-methanesulfonylaminocarbonyl-1-propyl-butoxy)-phenyl]-2′-(5-fluoro-2-methyl-phenyl)-spiro[3H-indole-3,3′-piperidine]-2,6′(1H)-dione). The yield is 65.5%. As a reaction SMILES: [Cl:1][C:2]1[CH:7]=[C:6]2[NH:8][C:9](=[O:43])[C:10]3([CH:15]([C:16]4[CH:21]=[C:20]([Cl:22])[CH:19]=[CH:18][C:17]=4[O:23][C:24]([C:31]([OH:33])=O)([CH2:28][CH2:29][CH3:30])[CH2:25][CH2:26][CH3:27])[CH2:14][C:13](=[O:34])[NH:12][CH:11]3[C:35]3[CH:40]=[C:39]([F:41])[CH:38]=[CH:37][C:36]=3[CH3:42])[C:5]2=[CH:4][CH:3]=1.C1N=CN(C(N2C=NC=C2)=O)C=1.[CH3:56][S:57]([NH2:60])(=[O:59])=[O:58].[H-].[Na+].Cl>CN(C=O)C.O>[Cl:1][C:2]1[CH:7]=[C:6]2[NH:8][C:9](=[O:43])[C:10]3([CH:15]([C:16]4[CH:21]=[C:20]([Cl:22])[CH:19]=[CH:18][C:17]=4[O:23][C:24]([C:31]([NH:60][S:57]([CH3:56])(=[O:59])=[O:58])=[O:33])([CH2:25][CH2:26][CH3:27])[CH2:28][CH2:29][CH3:30])[CH2:14][C:13](=[O:34])[NH:12][CH:11]3[C:35]3[CH:40]=[C:39]([F:41])[CH:38]=[CH:37][C:36]=3[CH3:42])[C:5]2=[CH:4][CH:3]=1 |f:3.4|. Reported procedure: A solution of racemic (2′S,3S,4′R)-6-chloro-4′-[5-chloro-2-(1-hydroxycarbonyl-1-propyl-butoxy)-phenyl]-2′-(5-fluoro-2-methyl-phenyl)spiro[3H-indole-3,3′-piperidine]-2,6′(1H)-dione (80 mg, 0.13 mmol) and CDI (40 mg, 0.25 mmol) in DMF (2 mL) was heated at 60° C. for 2 h. Then to this solution was added a mixture of methanesulfonamide (123 mg, 1.3 mmol) and NaH (52 mg, 60%, 1.3 mmol) in DMF (2 mL), which had been stirred at room temperature for 2 h. After the resulting mixture was stirred at room t...